This data is from the Open Reaction Database (ORD), a public repository of structured organic reaction records. The task is: describe an organic reaction: reactants, conditions, products, and yield RXN SMILES: Cl[C:2]1[CH:7]=[C:6]([C:8]([F:11])([F:10])[F:9])[N:5]=[C:4]([C:12]2[CH:17]=[CH:16][CH:15]=[CH:14][N:13]=2)[N:3]=1.[CH3:18][O:19][C:20]1[CH:21]=[C:22]([CH:24]=[C:25]([O:27][CH3:28])[CH:26]=1)[NH2:23]>>[CH3:28][O:27][C:25]1[CH:24]=[C:22]([CH:21]=[C:20]([O:19][CH3:18])[CH:26]=1)[NH:23][C:2]1[CH:7]=[C:6]([C:8]([F:11])([F:10])[F:9])[N:5]=[C:4]([C:12]2[CH:17]=[CH:16][CH:15]=[CH:14][N:13]=2)[N:3]=1. Procedure: The title compound was prepared from 4-chloro-2-(2-pyridinyl)-6-trifluoromethylpyrimidine (30 mg, 0.115 mmol) and 3,5-dimethoxyaniline (26 mg, 0.172 mmol) similar to Example 180 and was isolated as a light yellow solid (16 mg, 37% yield). 1H NMR (CDCl3): 8.85 (dd, J=4.8, 1.5 Hz, 1H), 8.56 (d, J=6.9 Hz, 1H), 7.89 (ddd, J=9.3, 7.5, 1.5 Hz, 1H), 7.65 (brs, 1H), 7.45 (dd, J=9.3, 4.5 Hz, 1H), 7.09 (s, 1H), 6.51 (d, J=1.8 Hz, 1H), 6.37 (t, J=1.8 Hz, 1H), 3.93 (s, 6H). Product: COC=1C=C(NC2=NC(=NC(=C2)C(F)(F)F)C2=NC=CC=C2)C=C(C1)OC (4-(3,5-Dimethoxyanilino)-2-(2-pyridinyl)-6-trifluoromethylpyrimidine), solid. The yield is 37.0%. Reactants: ClC1=NC(=NC(=C1)C(F)(F)F)C1=NC=CC=C1 (4-chloro-2-(2-pyridinyl)-6-trifluoromethylpyrimidine), COC=1C=C(N)C=C(C1)OC (3,5-dimethoxyaniline).